Dataset: the Open Reaction Database (ORD), a public repository of structured organic reaction records. Task: describe an organic reaction: reactants, conditions, products, and yield The reactants are ice, ClC1=C(C=CC(=C1)Cl)C(CN1C=NC=C1)(CO)O ((-)-2-(2,4-dichlorophenyl)-1-(imidazol-1-yl)-2,3-propanediol), CS(=O)(=O)Cl (methanesulfonyl chloride), ice, [OH-].[K+] (potassium hydroxide). Solvent: N1=CC=CC=C1 (pyridine), CO (methanol). Reaction conditions: time 2 hour. The product is ClC1=C(C=CC(=C1)Cl)C1(OC1)CN1C=NC=C1 ((-)-2-(2,4-dichlorophenyl)-2-(imidazol-1-yl)methyloxirane). The yield is 85.0%. RXN SMILES: [Cl:1][C:2]1[CH:7]=[C:6]([Cl:8])[CH:5]=[CH:4][C:3]=1[C:9]([OH:18])([CH2:16]O)[CH2:10][N:11]1[CH:15]=[CH:14][N:13]=[CH:12]1.CS(Cl)(=O)=O.[OH-].[K+]>N1C=CC=CC=1.CO>[Cl:1][C:2]1[CH:7]=[C:6]([Cl:8])[CH:5]=[CH:4][C:3]=1[C:9]1([CH2:10][N:11]2[CH:15]=[CH:14][N:13]=[CH:12]2)[CH2:16][O:18]1 |f:2.3|. Reported procedure: To an ice-cooled solution of (-)-2-(2,4-dichlorophenyl)-1-(imidazol-1-yl)-2,3-propanediol (5.4 g) in pyridine (50 ml) was added dropwise methanesulfonyl chloride (2.15 g). The reaction mixture was stirred at 0°-10° C. for 2 hours. An ice-cooled solution of 85.5% potassium hydroxide (3.7 g) in methanol (60 ml) was added dropwise thereto, and then the mixture was stirred at 0°-10° C. for 1 hour. The solvent was removed in vacuo, and the residue was extracted with chloroform. The extract was washed... Starting materials: S(=O)(Cl)Cl (thionyl chloride), C(C)(C)(C)OC(=O)N[C@@H](CSCC1=CC=C(C=C1)C)C(=O)O (N-t-butyloxycarbonyl-S-(4-methylbenzyl)-L-cysteine), CO (methanol). Yields the product Cl.CC1=CC=C(CSC[C@H](N)C(=O)OC)C=C1 (S-(4-Methylbenzyl)-L-Cysteine, Methyl Ester, Hydrochloride). As a reaction SMILES: S(Cl)([Cl:3])=O.C(OC([NH:12][C@H:13]([C:24]([OH:26])=[O:25])[CH2:14][S:15][CH2:16][C:17]1[CH:22]=[CH:21][C:20]([CH3:23])=[CH:19][CH:18]=1)=O)(C)(C)C.[CH3:27]O>>[ClH:3].[CH3:23][C:20]1[CH:19]=[CH:18][C:17]([CH2:16][S:15][CH2:14][C@@H:13]([C:24]([O:26][CH3:27])=[O:25])[NH2:12])=[CH:22][CH:21]=1 |f:3.4|. Reported procedure: At room temperature, add thionyl chloride (2.8 ml, 2.2 equiv.) dropwise to N-t-butyloxycarbonyl-S-(4-methylbenzyl)-L-cysteine (5.0 g) in methanol (500 ml) and heat the resulting mixture under reflux for 90 minutes. Cool the reaction mixture to room temperature and concentrate in vacuo to give the title compound, a white solid (4.31 g), m.p. 158°-160°, [α]D26 =-22.9° (MeOH). The reactants are NC1=CC=C(C=C1)CCC=1N=C(SC1)NC(OCC1=CC=CC=C1)=O (benzyl 4-[2-(4-aminophenyl)ethyl]-1,3-thiazol-2-ylcarbamate), N#CN (cyanamide), Cl (hydrogen chloride). The solvent is C(C)(=O)OCC (ethyl acetate), C(C)O (ethanol). Conditions: temperature 100 celsius, time 72 hour. The product is NC(=N)NC1=CC=C(C=C1)CCC=1N=C(SC1)NC(=O)OCC1=CC=CC=C1 (benzyl 4-[2-(4-{[amino(imino)methyl]amino}phenyl)ethyl]-1,3-thiazol-2-carbamate). The yield is 53.6%. As a reaction SMILES: [NH2:1][C:2]1[CH:7]=[CH:6][C:5]([CH2:8][CH2:9][C:10]2[N:11]=[C:12]([NH:15][C:16](=[O:25])[O:17][CH2:18][C:19]3[CH:24]=[CH:23][CH:22]=[CH:21][CH:20]=3)[S:13][CH:14]=2)=[CH:4][CH:3]=1.[N:26]#[C:27][NH2:28].Cl>C(OCC)(=O)C.C(O)C>[NH2:28][C:27]([NH:1][C:2]1[CH:7]=[CH:6][C:5]([CH2:8][CH2:9][C:10]2[N:11]=[C:12]([NH:15][C:16]([O:17][CH2:18][C:19]3[CH:20]=[CH:21][CH:22]=[CH:23][CH:24]=3)=[O:25])[S:13][CH:14]=2)=[CH:4][CH:3]=1)=[NH:26]. Procedure details: A mixture of benzyl 4-[2-(4-aminophenyl)ethyl]-1,3-thiazol-2-ylcarbamate (25 mg), cyanamide (6.0 mg), 4N hydrogen chloride in ethyl acetate (0.018 ml) and ethanol (1 ml) was stirred at 100° C. for 72 hours. The reaction mixture was concentrated in vacuo. To the residue was added ethyl acetate (5 ml) and saturated aqueous sodium hydrogen bicarbonate (5 ml). The precipitated solid was filtered and washed with ethylacetate and water to give benzyl 4-[2-(4-{[amino(imino)methyl]amino}phenyl)ethyl]-1,... Reported procedure: The base particles, along with helium gas, were cooled and introduced through the particle intake 4 into the vapor atmosphere of 1,4-butanedisulfonyl chloride in the condensing chamber 26. Next, in the mixing section 22, the vapor of 1,4-butanedisulfonyl chloride was cooled, and the introduced base particles were exposed thereto for 10 minutes. Consequently, a polymerization reaction, using as a catalyst triethylenediamine contained in the base particles, took place on the surface of the base pa... Starting materials: C(CCCS(=O)(=O)Cl)S(=O)(=O)Cl (1,4-butanedisulfonyl chloride), SCCOCCS (di(2-mercaptoethyl)ether), C(CCCS(=O)(=O)Cl)S(=O)(=O)Cl (1,4-butanedisulfonyl chloride), C(CCCS(=O)(=O)Cl)S(=O)(=O)Cl (1,4-butanedisulfonyl chloride), C1CN2CCN1CC2 (triethylenediamine). Reaction conditions: time 10 minute. Yields the product SCCOCCS.C(CCCS(=O)(=O)Cl)S(=O)(=O)Cl (di(2-mercaptoethyl)ether 1,4-butanedisulfonyl chloride). Reaction SMILES: [CH2:1]([S:9]([Cl:12])(=[O:11])=[O:10])[CH2:2][CH2:3][CH2:4][S:5]([Cl:8])(=[O:7])=[O:6].C1N2CCN(CC2)C1.[SH:21][CH2:22][CH2:23][O:24][CH2:25][CH2:26][SH:27]>>[SH:21][CH2:22][CH2:23][O:24][CH2:25][CH2:26][SH:27].[CH2:1]([S:9]([Cl:12])(=[O:10])=[O:11])[CH2:2][CH2:3][CH2:4][S:5]([Cl:8])(=[O:7])=[O:6] |f:3.4|. Reactants: C(\C=C\C(=O)O)(=O)O (Fumaric acid), C(C)N(CC(C)N1C2=CC=CC=C2SC=2C=CC(=CC12)C(=O)NCC)CC (10-[(2RS)-1-diethylamino-2-propyl]-N-ethyl-2-phenothiazinecarboxamide). Solvent: CC(C)O (2-propanol), CC(C)O (2-propanol). Conditions: temperature 25 celsius, time 5 hour. The product is C(\C=C\C(=O)O)(=O)O.C(C)N(CC(C)N1C2=CC=CC=C2SC=2C=CC(=CC12)C(=O)NCC)CC (10-[(2RS)-1-diethylamino-2-propyl]-N-ethyl-2-phenothiazinecarboxamide fumarate). The yield is 91.1%. Reaction SMILES: [C:1]([OH:8])(=[O:7])/[CH:2]=[CH:3]/[C:4]([OH:6])=[O:5].[CH2:9]([N:11]([CH2:34][CH3:35])[CH2:12][CH:13]([N:15]1[C:28]2[CH:27]=[C:26]([C:29]([NH:31][CH2:32][CH3:33])=[O:30])[CH:25]=[CH:24][C:23]=2[S:22][C:21]2[C:16]1=[CH:17][CH:18]=[CH:19][CH:20]=2)[CH3:14])[CH3:10]>CC(O)C>[C:1]([OH:8])(=[O:7])/[CH:2]=[CH:3]/[C:4]([OH:6])=[O:5].[CH2:34]([N:11]([CH2:9][CH3:10])[CH2:12][CH:13]([N:15]1[C:28]2[CH:27]=[C:26]([C:29]([NH:31][CH2:32][CH3:33])=[O:30])[CH:25]=[CH:24][C:23]=2[S:22][C:21]2[C:16]1=[CH:17][CH:18]=[CH:19][CH:20]=2)[CH3:14])[CH3:35] |f:3.4|. Procedure: Fumaric acid (0.13 g) dissolved in 2-propanol (5 cc) under reflux is added to a solution of 10-[(2RS)-1-diethylamino-2-propyl]-N-ethyl-2-phenothiazinecarboxamide (0.44 g) in boiling 2-propanol (5 cc). Crystallization is primed by scratching and the mixture is stirred for 5 hours at 25° C. The crystals are filtered off on sintered glass, washed with ice-cold 2-propanol (2×3 cc) and dried in the ambient air to give 10-[(2RS)-1-diethylamino-2-propyl]-N-ethyl-2-phenothiazinecarboxamide fumarate (0.5... Procedure: To a solution of 6-hydroxymethyl indole (4.9 g, 33.3 mmol) in dry dichloromethane (200 ml) was added a solution of pyridinium dichromate (15.97 g, 42.5 mmol) in dry dichloromethane (100 ml) and the suspension stirred at room temperature for 5 hours. The suspension was diluted with diethyl ether and filtered through a pad of silica to give an orange solution, which was evaporated in vacuo. The crude solid was purified by flash chromatography on silica, eluting with 50% diethyl ether in hexane, to... Run at time 5 hour. Reaction SMILES: [OH:1][CH2:2][C:3]1[CH:11]=[C:10]2[C:6]([CH:7]=[CH:8][NH:9]2)=[CH:5][CH:4]=1.[Cr](O[Cr]([O-])(=O)=O)([O-])(=O)=O.[NH+]1C=CC=CC=1.[NH+]1C=CC=CC=1>ClCCl.C(OCC)C>[CH:2]([C:3]1[CH:11]=[C:10]2[C:6]([CH:7]=[CH:8][NH:9]2)=[CH:5][CH:4]=1)=[O:1] |f:1.2.3|. Reactants: OCC1=CC=C2C=CNC2=C1 (6-hydroxymethyl indole), [Cr](=O)(=O)([O-])O[Cr](=O)(=O)[O-].[NH+]1=CC=CC=C1.[NH+]1=CC=CC=C1 (pyridinium dichromate). The product is C(=O)C1=CC=C2C=CNC2=C1 (6-Formyl indole). Solvent: ClCCl (dichloromethane), ClCCl (dichloromethane), C(C)OCC (diethyl ether). Starting materials: CN1C(C2=C(CC1C1=CC=CC=C1)ON=C2C2=CC=CC=C2)=O (5-methyl-6,7-dihydro-3,6-diphenyl isoxazolo[4,5-c]pyridin-4(5H)-one), [H][H] (hydrogen). Reagents/catalysts: [Pd] (palladium on carbon). Run in C(C)O (ethanol). Product: N=C(C1=CC=CC=C1)C=1C(N(C(CC1O)C1=CC=CC=C1)C)=O (3-α-iminobenzyl-5,6-dihydro-4-hydroxy-1-methyl-6-phenyl-2(1H)-pyridone). Reaction SMILES: [CH3:1][N:2]1[CH:7]([C:8]2[CH:13]=[CH:12][CH:11]=[CH:10][CH:9]=2)[CH2:6][C:5]2[O:14][N:15]=[C:16]([C:17]3[CH:22]=[CH:21][CH:20]=[CH:19][CH:18]=3)[C:4]=2[C:3]1=[O:23].[H][H]>[Pd].C(O)C>[NH:15]=[C:16]([C:4]1[C:3](=[O:23])[N:2]([CH3:1])[CH:7]([C:8]2[CH:9]=[CH:10][CH:11]=[CH:12][CH:13]=2)[CH2:6][C:5]=1[OH:14])[C:17]1[CH:18]=[CH:19][CH:20]=[CH:21][CH:22]=1. Procedure: A mixture of 4 grams (0.013 mole) of 5-methyl-6,7-dihydro-3,6-diphenyl isoxazolo[4,5-c]pyridin-4(5H)-one, 0.44 grams palladium on carbon and 80 ml. ethanol is hydrogenated at 50 psi until the equivalent amount of hydrogen is absorbed. The catalyst is filtered and washed thoroughly with ethanol. The ethanol is evaporated in vacuo and the residue recrystallized to give 3-α-iminobenzyl-5,6-dihydro-4-hydroxy-1-methyl-6-phenyl-2(1H)-pyridone; m.p. 117° to 120° C. Starting materials: O=C(O)C=Cc1ccc([N+](=O)[O-])cc1, NO, [Na+], [OH-], O, O=S(=O)(O)O. Yields the product O=C(O)CCc1ccc([N+](=O)[O-])cc1. Reaction SMILES: [N+:1](=[O:2])([O-:3])[c:4]1[cH:5][cH:6][c:7]([CH:8]=[CH:9][C:10](=[O:11])[OH:12])[cH:13][cH:14]1.[NH2:20][OH:21].[Na+:23].[OH-:22].[OH2:24].[S:15]([OH:16])([OH:17])(=[O:18])=[O:19]>>[N+:1](=[O:2])([O-:3])[c:4]1[cH:5][cH:6][c:7]([CH2:8][CH2:9][C:10](=[O:11])[OH:12])[cH:13][cH:14]1. The reactants are [N+](=O)([O-])C1=NC(=CC=C1O)C (2-nitro-3-hydroxy-6-methylpyridine), C (charcoal). Solvent: CO (methanol). Product: NC1=NC(=CC=C1O)C (2-Amino-3-Hydroxy-6- Methylpyridine). As a reaction SMILES: [N+:1]([C:4]1[C:9]([OH:10])=[CH:8][CH:7]=[C:6]([CH3:11])[N:5]=1)([O-])=O.C>CO>[NH2:1][C:4]1[C:9]([OH:10])=[CH:8][CH:7]=[C:6]([CH3:11])[N:5]=1. Procedure: 3.5 g of 2-nitro-3-hydroxy-6-methylpyridine are placed under a hydrogen pressure in 50 ml of methanol in the presence of 1 gram of palladinized charcoal. The mixture is stirred and filtered. The methanol is evaporated off. Starting materials: ClCC(=O)OCC (ethyl chloroacetate), C(C)N (ethylamine), C(CC(=O)C)(=O)OC (methyl acetoacetate), N (ammonia), [C-]#N.[K+] (potassium cyanide). The solvent is O (water), O (water). Reaction conditions: temperature 90 celsius, time 5 hour. Yields the product C(C)N1C(=CC(=C(C1=O)C#N)C)O (1-ethyl-2-hydroxy-5-cyano-4-methylpyrid-6-one). Yield: 60.0%. RXN SMILES: ClCC([O:5][CH2:6][CH3:7])=O.[CH2:8]([NH2:10])[CH3:9].[C-:11]#[N:12].[K+].[C:14]([O:20]C)(=O)[CH2:15][C:16]([CH3:18])=O.N>O>[CH2:8]([N:10]1[C:14](=[O:20])[C:15]([C:11]#[N:12])=[C:16]([CH3:18])[CH:7]=[C:6]1[OH:5])[CH3:9] |f:2.3|. Reported procedure: 122.5 Parts of ethyl chloroacetate are added, at from 10° to 15° C, to 90 parts of a 50 percent strength by weight solution of ethylamine in water. After a reaction time of 2 hours, 225 parts of water and 65 parts of solid potassium cyanide are added. The mixture is kept at 40° C for 5 hours, and 116 parts of methyl acetoacetate and 120 parts of 21.5 percent strength by weight aqueous ammonia solution are then added. The batch is stirred for 6 hours at 90° C and is worked up as described in Exam...